Dataset: the Open Reaction Database (ORD), a public repository of structured organic reaction records. Task: describe an organic reaction: reactants, conditions, products, and yield The reactants are CC1=NC=CC=C1N1[C@@H]2CN([C@H](C1)C2)C(=O)OC(C)(C)C (tert-Butyl (1S,4S)-5-(2-methyl-3-pyridyl)-2,5-diazabicyclo[2.2.1]heptane-2-carboxylate), C(Cl)Cl (DCM). Run in FC(C(=O)O)(F)F (trifluoroacetic acid). Run at time 8 hour. Yields the product Cl.CC1=NC=CC=C1N1[C@@H]2CN[C@H](C1)C2 ((1S,4S)-5-(2-Methyl-3-pyridyl)-2,5-diazabicyclo[2.2.1]heptane hydrochloride). Isolated yield 94.0%. RXN SMILES: [CH3:1][C:2]1[C:7]([N:8]2[CH2:13][C@@H:12]3[CH2:14][C@H:9]2[CH2:10][N:11]3C(OC(C)(C)C)=O)=[CH:6][CH:5]=[CH:4][N:3]=1.C(Cl)[Cl:23]>FC(F)(F)C(O)=O>[ClH:23].[CH3:1][C:2]1[C:7]([N:8]2[CH2:13][C@@H:12]3[CH2:14][C@H:9]2[CH2:10][NH:11]3)=[CH:6][CH:5]=[CH:4][N:3]=1 |f:3.4|. Procedure details: tert-Butyl (1S,4S)-5-(2-methyl-3-pyridyl)-2,5-diazabicyclo[2.2.1]heptane-2-carboxylate (230 mg, 0.8 mmol) was dissolved in a mixture of DCM (5 ml) and trifluoroacetic acid (5 ml) and stirred at room temperature overnight. The mixture was concentrated under reduced pressure, the residue was dissolved in DCM and evaporated again. The last step was repeated, the residue was dissolved in THF (10 ml) and hydrochloric acid was added (4N in dioxane, 4 ml). The precipitate was isolated by centrifugation...